This data is from the Open Reaction Database (ORD), a public repository of structured organic reaction records. The task is: describe an organic reaction: reactants, conditions, products, and yield The reactants are C(=O)([O-])[O-].[K+].[K+] (K2CO3), O=C1N2[C@@H](SCC[C@@H]1N(C(C(F)(F)F)=O)C)CCC[C@H]2C(=O)OC ((4S,7S,10aS)-methyl 5-oxo-4-(2,2,2-trifluoro-N-methylacetamido)octahydro-2H-pyrido[2,1-b][1,3]thiazepine-7-carboxylate). Run in O (water), CO (MeOH). Run at time 2 hour. Product: CN[C@@H]1C(N2[C@@H](SCC1)CCC[C@H]2C(=O)OC)=O ((4S,7S,10aS)-methyl 4-(methylamino)-5-oxooctahydro-2H-pyrido[2,1-b][1,3]thiazepine-7-carboxylate). The yield is 96.8%. RXN SMILES: C([O-])([O-])=O.[K+].[K+].[O:7]=[C:8]1[C@@H:14]([N:15](C)[C:16](=O)C(F)(F)F)[CH2:13][CH2:12][S:11][C@H:10]2[CH2:23][CH2:24][CH2:25][C@@H:26]([C:27]([O:29][CH3:30])=[O:28])[N:9]12>O.CO>[CH3:16][NH:15][C@H:14]1[CH2:13][CH2:12][S:11][C@H:10]2[CH2:23][CH2:24][CH2:25][C@@H:26]([C:27]([O:29][CH3:30])=[O:28])[N:9]2[C:8]1=[O:7] |f:0.1.2|. Procedure details: A solution of K2CO3 (18.8 mg, 0.136 mmol) in water (0.16 mL) was added to a solution of (4S,7S,10aS)-methyl 5-oxo-4-(2,2,2-trifluoro-N-methylacetamido)octahydro-2H-pyrido[2,1-b][1,3]thiazepine-7-carboxylate (45.6 mg, 0.124 mmol) in MeOH (0.4 mL). The reaction mixture was stirred at rt for 2 hr. After a total of 3 hr, a stream of nitrogen gas was used to partially evaporate the MeOH. The residue was then partitioned between CHCl3 and saturated aqueous NaCl. The aqueous layer was isolated and extr... Starting materials: O=S([O-])c1ccc(Br)cc1, CS(C)=O, CCOC(C)=O, [Cu]I, O=Cc1cccc(I)c1, [Na+]. Product: O=Cc1cccc(S(=O)(=O)c2ccc(Br)cc2)c1. RXN SMILES: [Br:10][c:11]1[cH:12][cH:13][c:14]([S:17](=[O:18])[O-:19])[cH:15][cH:16]1.[CH3:21][S:22]([CH3:23])=[O:24].[CH3:25][CH2:26][O:27][C:28](=[O:29])[CH3:30].[Cu:31][I:32].[I:1][c:2]1[cH:3][c:4]([CH:5]=[O:6])[cH:7][cH:8][cH:9]1.[Na+:20]>>[c:2]1([S:17]([c:14]2[cH:13][cH:12][c:11]([Br:10])[cH:16][cH:15]2)(=[O:18])=[O:19])[cH:3][c:4]([CH:5]=[O:6])[cH:7][cH:8][cH:9]1. Starting materials: BrC1=CC(=C(C(=O)O)C=C1)F (4-bromo-2-fluoro-benzoic acid), CO (methanol), S(O)(O)(=O)=O (sulfuric acid). The product is BrC1=CC(=C(C(=O)OC)C=C1)F (Methyl 4-bromo-2-fluoro-benzoate). Isolated yield 96.0%. Reaction SMILES: [Br:1][C:2]1[CH:10]=[CH:9][C:5]([C:6]([OH:8])=[O:7])=[C:4]([F:11])[CH:3]=1.S(=O)(=O)(O)O.[CH3:17]O>>[Br:1][C:2]1[CH:10]=[CH:9][C:5]([C:6]([O:8][CH3:17])=[O:7])=[C:4]([F:11])[CH:3]=1. Procedure details: Dissolve 4-bromo-2-fluoro-benzoic acid (15 g, 68.5 mmol) in methanol (70 mL). Add concentrated sulfuric acid (500 μl) to the solution and heat the mixture to reflux for 20 h under a nitrogen atmosphere. Cool the mixture to room temperature and concentrate in vacuo. Dissolve the residue in EtOAc (200 mL) and wash successively with saturated aqueous NaHCO3 (50 mL) and water (2×50 mL). Dry the organic layer over Na2SO4, filter and concentrate in vacuo to obtain the desired intermediate (15.4 g, 96%... Reactants: ClC=1C(=C(C=C(C1Cl)Cl)N)N (3,4,5-Trichloro-1,2-phenylenediamine), CC=1C=CC(=CC1)S(=O)(=O)O (p-toluenesulfonate), C(C)(C)N=C=S (isopropyl isothiocyanate), C1(CCCCC1)N=C=NCCN1CCOCC1 (cyclohexyl-3-(2-morpholinoethyl)carbodiimide). Run in N1=CC=CC=C1 (pyridine). Product: C(C)(C)NC1=NC2=C(N1)C=C(C(=C2Cl)Cl)Cl (2-(Isopropylamino)-4,5,6-trichloro-1H-benzimidazole). The yield is 70.3%. As a reaction SMILES: [Cl:1][C:2]1[C:3]([NH2:11])=[C:4]([NH2:10])[CH:5]=[C:6]([Cl:9])[C:7]=1[Cl:8].[CH:12]([N:15]=[C:16]=S)([CH3:14])[CH3:13].C1(N=C=NCCN2CCOCC2)CCCCC1.CC1C=CC(S(O)(=O)=O)=CC=1>N1C=CC=CC=1>[CH:12]([NH:15][C:16]1[NH:10][C:4]2[CH:5]=[C:6]([Cl:9])[C:7]([Cl:8])=[C:2]([Cl:1])[C:3]=2[N:11]=1)([CH3:14])[CH3:13]. Procedure details: 3,4,5-Trichloro-1,2-phenylenediamine (3.12 g, 14.8 mmol), isopropyl isothiocyanate (1.62 g, 16.0 mmol), cyclohexyl-3-(2-morpholinoethyl)carbodiimide metho-p-toluenesulfonate (8.4 g, 19.9 mmol), and pyridine (50 mL) were used according to general procedure II. The product was crystallize from 1,4-dioxane to give 2.9 g (72%) of a tan solid MS (CI): m/z 276 (M+1). Anal. Calcd for C10H10Cl3N3-(0.10 C4H8O2): C, 43.47; H, 3.79; N, 14.62. Found: C, 43.70; H, 3.89; N, 14.43. Reactants: CC1CC(CCCCCCCCCC(C1)=O)=O (3-methyl-1,5-cyclotetradecanedione), O (water), N(CCCC)(CCCC)CCCC (NBu3). Run in C(Cl)Cl (CH2Cl2), C(=O)(C)OCCCC (AcOBu). Run at time 70 minute. Product: OC12CCCCCCCCC2C(CC(C1)C)=O ((IRS,10RS,13RS)-1-hydroxy-13-methylbicyclo[8.4.0]tetradecan-11-one). Yield: 72.7%. RXN SMILES: [CH3:1][CH:2]1[CH2:15][C:14](=[O:16])[CH2:13][CH2:12][CH2:11][CH2:10][CH2:9][CH2:8][CH2:7][CH2:6][CH2:5][C:4](=[O:17])[CH2:3]1.N(CCCC)(CCCC)CCCC.O>C(Cl)Cl.C(OCCCC)(C)=O>[OH:17][C:4]12[CH2:3][CH:2]([CH3:1])[CH2:15][C:14](=[O:16])[CH:13]1[CH2:12][CH2:11][CH2:10][CH2:9][CH2:8][CH2:7][CH2:6][CH2:5]2. Procedure details: A solution of 3-methyl-1,5-cyclotetradecanedione 29 (500 mg, 2.1 mmol) in CH2Cl2 (4 ml) was treated at 22-24° C. with a solution of ZrCl3OPr (36% in AcOBu) (1.79 g, 3.86 mmol). After 15 minutes the solution was treated at −10° C. with NBu3 (0.68 g, 0.88 ml, 3.68 mmol). After 70 minutes, the reaction mixture was poured into 5 ml water and 7 ml of a aqueous 2 NHC1 solution were added. After extraction with 25 ml diethyl ether the combined organic phases were washed (saturated aqueous NaHCO3 soluti... Starting materials: CC(C)(C)[O-], Cc1ccccc1, c1ccc(-c2ccccc2P(C2CCCCC2)C2CCCCC2)cc1, Cc1cccc(Cl)n1, Cl, CC(C)(C)OC(=O)N1CCC(CCC2CCNCC2)CC1, [Na+], [Na+], [Na+], O=C([O-])[O-], [Pd], O=C(C=Cc1ccccc1)C=Cc1ccccc1. The product is Cc1cccc(N2CCC(CCC3CCN(C(=O)OC(C)(C)C)CC3)CC2)n1. Reaction SMILES: [CH3:56][C:57]([CH3:58])([O-:59])[CH3:60].[CH3:87][c:88]1[cH:89][cH:90][cH:91][cH:92][cH:93]1.[CH:1]1([P:2]([CH:3]2[CH2:4][CH2:5][CH2:6][CH2:7][CH2:8]2)[c:9]2[cH:10][cH:11][cH:12][cH:13][c:14]2-[c:15]2[cH:16][cH:17][cH:18][cH:19][cH:20]2)[CH2:21][CH2:22][CH2:23][CH2:24][CH2:25]1.[Cl:48][c:49]1[n:50][c:51]([CH3:55])[cH:52][cH:53][cH:54]1.[ClH:26].[NH:27]1[CH2:28][CH2:29][CH:30]([CH2:33][CH2:34][CH:35]2[CH2:36][CH2:37][N:38]([C:41](=[O:42])[O:43][C:44]([CH3:45])([CH3:46])[CH3:47])[CH2:39][CH2:40]2)[CH2:31][CH2:32]1.[Na+:61].[Na+:62].[Na+:63].[O-:64][C:65](=[O:66])[O-:67].[Pd:68].[c:69]1([CH:70]=[CH:71][C:72](=[O:73])[CH:74]=[CH:75][c:76]2[cH:77][cH:78][cH:79][cH:80][cH:81]2)[cH:82][cH:83][cH:84][cH:85][cH:86]1>>[N:27]1([c:49]2[n:50][c:51]([CH3:55])[cH:52][cH:53][cH:54]2)[CH2:28][CH2:29][CH:30]([CH2:33][CH2:34][CH:35]2[CH2:36][CH2:37][N:38]([C:41](=[O:42])[O:43][C:44]([CH3:45])([CH3:46])[CH3:47])[CH2:39][CH2:40]2)[CH2:31][CH2:32]1. Starting materials: ClCC(CC(=O)OCC)=O (ethyl 4-chloroacetoacetate), Cl (hydrochloric acid), [H-].[Na+] (sodium hydride), C1(C=2C(C(N1CCO)=O)=CC=CC2)=O (2-phthalimidoethanol). Run in O1CCCC1 (tetrahydrofuran), C(C)(=O)OCC (ethyl acetate), O1CCCC1 (tetrahydrofuran). Conditions: time 8 hour. The product is C(C)OC(CC(=O)COCCN1C(C=2C(C1=O)=CC=CC2)=O)=O (Ethyl-4-(2-phthalimidoethoxy)acetoacetate). Yield: 97.1%. Reaction SMILES: [H-].[Na+].[C:3]1(=[O:16])[N:7]([CH2:8][CH2:9][OH:10])[C:6](=[O:11])[C:5]2=[CH:12][CH:13]=[CH:14][CH:15]=[C:4]12.Cl[CH2:18][C:19](=[O:26])[CH2:20][C:21]([O:23][CH2:24][CH3:25])=[O:22].Cl>O1CCCC1.C(OCC)(=O)C>[CH2:24]([O:23][C:21](=[O:22])[CH2:20][C:19]([CH2:18][O:10][CH2:9][CH2:8][N:7]1[C:6](=[O:11])[C:5]2=[CH:12][CH:13]=[CH:14][CH:15]=[C:4]2[C:3]1=[O:16])=[O:26])[CH3:25] |f:0.1|. Reported procedure: To a slurry of sodium hydride (57% dispersion in oil, 66.1 g; 1.57M), in tetrahydrofuran (500 ml) cooled to 0° under nitrogen was added 2-phthalimidoethanol (150 g; 0.785M) followed by ethyl 4-chloroacetoacetate (129 g; 0.785M) in tetrahydrofuran (250 ml) over 1 hour. The mixture was stirred at room temperature overnight then poured into a mixture of 1M hydrochloric acid (800 ml) and ethyl acetate (750 ml). The organic phase was separated and the solvent was evaporated at reduced pressure. The r...